Dataset: the Open Reaction Database (ORD), a public repository of structured organic reaction records. Task: describe an organic reaction: reactants, conditions, products, and yield Reactants: CC1C(=O)Nc2cc(Br)ccc21, CC(=O)OC(C)=O, O, Cc1ccccc1C. The product is CC(=O)N1C(=O)C(C)c2ccc(Br)cc21. Reaction SMILES: [Br:1][c:2]1[cH:3][cH:4][c:5]2[c:9]([cH:10]1)[NH:8][C:7](=[O:11])[CH:6]2[CH3:12].[CH3:13][C:14](=[O:15])[O:16][C:17](=[O:18])[CH3:19].[OH2:28].[c:20]1([CH3:21])[c:22]([CH3:23])[cH:24][cH:25][cH:26][cH:27]1>>[Br:1][c:2]1[cH:3][cH:4][c:5]2[c:9]([cH:10]1)[N:8]([C:14]([CH3:13])=[O:15])[C:7](=[O:11])[CH:6]2[CH3:12]. Reactants: CN(C)c1cccc(Nc2cc(N)ncn2)c1, CCOC(C)=O, O=C=Nc1c(Cl)cccc1Cl. Product: CN(C)c1cccc(Nc2cc(NC(=O)Nc3c(Cl)cccc3Cl)ncn2)c1. Reaction SMILES: [CH3:1][N:2]([c:3]1[cH:4][c:5]([NH:9][c:10]2[n:11][cH:12][n:13][c:14]([NH2:16])[cH:15]2)[cH:6][cH:7][cH:8]1)[CH3:17].[CH3:29][CH2:30][O:31][C:32](=[O:33])[CH3:34].[Cl:18][c:19]1[c:20]([N:26]=[C:27]=[O:28])[c:21]([Cl:25])[cH:22][cH:23][cH:24]1>>[CH3:1][N:2]([c:3]1[cH:4][c:5]([NH:9][c:10]2[n:11][cH:12][n:13][c:14]([NH:16][C:27]([NH:26][c:20]3[c:19]([Cl:18])[cH:24][cH:23][cH:22][c:21]3[Cl:25])=[O:28])[cH:15]2)[cH:6][cH:7][cH:8]1)[CH3:17]. The reactants are C(C1=CC=CC=C1)OC1=C(C=CC=C1)C1=C(N)C=C(C=C1)Cl (2-[2-(Benzyloxy)phenyl]-5-chloroaniline), ClCC(=O)Cl (chloroacetyl chloride). Solvent: CCOC(=O)C (EtOAc), C(=O)(O)[O-].[Na+] (NaHCO3), CCOC(=O)C (EtOAc). Conditions: time 1 hour. Product: C(C1=CC=CC=C1)OC1=C(C=CC=C1)C1=C(C=C(C=C1)Cl)NC(CCl)=O (N-[2-(2-(Benzyloxy)phenyl)-5-chlorophenyl]-2-chloroacetamide). Reaction SMILES: [CH2:1]([O:8][C:9]1[CH:14]=[CH:13][CH:12]=[CH:11][C:10]=1[C:15]1[CH:21]=[CH:20][C:19]([Cl:22])=[CH:18][C:16]=1[NH2:17])[C:2]1[CH:7]=[CH:6][CH:5]=[CH:4][CH:3]=1.[Cl:23][CH2:24][C:25](Cl)=[O:26]>CCOC(C)=O.C([O-])(O)=O.[Na+]>[CH2:1]([O:8][C:9]1[CH:14]=[CH:13][CH:12]=[CH:11][C:10]=1[C:15]1[CH:21]=[CH:20][C:19]([Cl:22])=[CH:18][C:16]=1[NH:17][C:25](=[O:26])[CH2:24][Cl:23])[C:2]1[CH:3]=[CH:4][CH:5]=[CH:6][CH:7]=1 |f:3.4|. Procedure details: To a solution of the product from Step B (6.200 g, 19.07 mmol) in 100 mL of EtOAc and 100 mL of saturated NaHCO3 solution at 0° C. was added chloroacetyl chloride (2.28 mL, 28.6 mmol). After one hour, the solution was poured into EtOAc, washed with water and brine, dried (Na2SO4), filtered, and concentrated in vacuo. The titled product was obtained as a brown solid. Reactants: CC(=O)O, COC(=O)c1ccc(OC)c(OCCCCl)c1, ClCCl, O=[N+]([O-])O. The product is COC(=O)c1cc(OCCCCl)c(OC)cc1[N+](=O)[O-]. As a reaction SMILES: [CH3:25][C:26](=[O:27])[OH:28].[Cl:1][CH2:2][CH2:3][CH2:4][O:5][c:6]1[cH:7][c:8]([C:9](=[O:10])[O:11][CH3:12])[cH:13][cH:14][c:15]1[O:16][CH3:17].[Cl:22][CH2:23][Cl:24].[OH:18][N+:19]([O-:20])=[O:21]>>[Cl:1][CH2:2][CH2:3][CH2:4][O:5][c:6]1[cH:7][c:8]([C:9](=[O:10])[O:11][CH3:12])[c:13]([N+:19](=[O:18])[O-:20])[cH:14][c:15]1[O:16][CH3:17]. Product: C(=O)(OCC)CCCCCCC(C1=CC=CO1)O (α-(6-Carbethoxyhexyl) furfuryl alcohol). Run in O (water). As a reaction SMILES: [O:1]1[CH:5]=[CH:4][CH:3]=[C:2]1[C:6]([CH2:8][CH2:9][CH2:10][CH2:11][CH2:12][CH2:13][C:14]([O:16][CH2:17][CH3:18])=[O:15])=[O:7].C(O)C.[BH4-].[Na+]>O>[C:14]([CH2:13][CH2:12][CH2:11][CH2:10][CH2:9][CH2:8][CH:6]([OH:7])[C:2]1[O:1][CH:5]=[CH:4][CH:3]=1)([O:16][CH2:17][CH3:18])=[O:15] |f:2.3|. Procedure details: To a stirred solution of 85g (0.337 mol) of ethyl 7-(2-furoyl)heptanoate (Example 3) in 500 ml of abs. ethanol is added 12.75g (0.337 mol) of sodium borohydride in small portions during 20 min. at 20°-35° C. The mixture is stirred at ambient temperature for 3.5 hr., poured into 2.5 l of water, and extracted with ether. The extract is washed with brine, dried over magnesium sulfate, and concentrated to give a pale yellow oil (85.8g). The reactants are 85g, O1C(=CC=C1)C(=O)CCCCCCC(=O)OCC (ethyl 7-(2-furoyl)heptanoate), C(C)O (ethanol), [BH4-].[Na+] (sodium borohydride). Conditions: time 3.5 hour. Yields the product ClC1=CC=C(C=C1)C1=CC=C(C=C1)C(C(C)C)(O)C=1N=CNC1 (1-(4′-chloro[1,1′-biphenyl]-4-yl)-1-(1H-imidazol-4-yl)-2-methyl-1-propanol). The yield is 68.5%. Starting materials: ClC1=CC=C(C=C1)C1=CC=C(C=C1)C(C(C)C)(O)C=1N=CN(C1)C(C1=CC=CC=C1)(C1=CC=CC=C1)C1=CC=CC=C1 (1-(4′-chloro[1,1′-biphenyl]-4-yl)-1-(1-trityl-1H-imidazol-4-yl)-2-methyl-1-propanol), Cl.N1=CC=CC=C1 (pyridine hydrochloride). Procedure: By the reaction in the same manner as in Example 4-(iii) using 1-(4′-chloro[1,1′-biphenyl]-4-yl)-1-(1-trityl-1H-imidazol-4-yl)-2-methyl-1-propanol (3.00 g) and pyridine hydrochloride (1.04 g), the title compound (1.18 g) was obtained as colorless plate crystals. RXN SMILES: [Cl:1][C:2]1[CH:7]=[CH:6][C:5]([C:8]2[CH:13]=[CH:12][C:11]([C:14]([C:19]3[N:20]=[CH:21][N:22](C(C4C=CC=CC=4)(C4C=CC=CC=4)C4C=CC=CC=4)[CH:23]=3)([OH:18])[CH:15]([CH3:17])[CH3:16])=[CH:10][CH:9]=2)=[CH:4][CH:3]=1.Cl.N1C=CC=CC=1>>[Cl:1][C:2]1[CH:7]=[CH:6][C:5]([C:8]2[CH:9]=[CH:10][C:11]([C:14]([C:19]3[N:20]=[CH:21][NH:22][CH:23]=3)([OH:18])[CH:15]([CH3:17])[CH3:16])=[CH:12][CH:13]=2)=[CH:4][CH:3]=1 |f:1.2|.